Dataset: the Open Reaction Database (ORD), a public repository of structured organic reaction records. Task: describe an organic reaction: reactants, conditions, products, and yield Starting materials: FC(C(=O)O)(F)F.BrC1=C(C(=C(C=C1)NC1=NC=NC2=CC(=C(C=C12)OC)O)F)Cl (4-[(4-bromo-3-chloro-2-fluorophenyl)amino]-6-(methyloxy)quinazolin-7-ol trifluoroacetate), CS(=O)(=O)OCC1C[C@@H]2[C@@H](CN(C2)C(=O)OC(C)(C)C)C1 (1,1-dimethylethyl (3aR,6aS)-5-{[(methylsulfonyl)oxy]methyl}hexahydrocyclopenta[c]pyrrole-2(1H)-carboxylate), C([O-])([O-])=O.[K+].[K+] (potassium carbonate). Run in CN(C(C)=O)C (N,N-dimethylacetamide), CO (methanol), C(C)(=O)OCC (ethyl acetate). Product: BrC1=C(C(=C(C=C1)NC1=NC=NC2=CC(=C(C=C12)OC)OCC1C[C@@H]2[C@@H](CN(C2)C(=O)OC(C)(C)C)C1)F)Cl (1,1-dimethylethyl (3aR,6aS)-5-({[4-[(4-bromo-3-chloro-2-fluorophenyl)amino]-6-(methyloxy)quinazolin-7-yl]oxy}methyl)hexahydrocyclopenta[c]pyrrole-2(1H)-carboxylate). Reaction SMILES: FC(F)(F)C(O)=O.[Br:8][C:9]1[CH:14]=[CH:13][C:12]([NH:15][C:16]2[C:25]3[C:20](=[CH:21][C:22]([OH:28])=[C:23]([O:26][CH3:27])[CH:24]=3)[N:19]=[CH:18][N:17]=2)=[C:11]([F:29])[C:10]=1[Cl:30].CS(O[CH2:36][CH:37]1[CH2:51][C@@H:40]2[CH2:41][N:42]([C:44]([O:46][C:47]([CH3:50])([CH3:49])[CH3:48])=[O:45])[CH2:43][C@@H:39]2[CH2:38]1)(=O)=O.C(=O)([O-])[O-].[K+].[K+]>CN(C)C(=O)C.CO.C(OCC)(=O)C>[Br:8][C:9]1[CH:14]=[CH:13][C:12]([NH:15][C:16]2[C:25]3[C:20](=[CH:21][C:22]([O:28][CH2:36][CH:37]4[CH2:51][C@@H:40]5[CH2:41][N:42]([C:44]([O:46][C:47]([CH3:50])([CH3:49])[CH3:48])=[O:45])[CH2:43][C@@H:39]5[CH2:38]4)=[C:23]([O:26][CH3:27])[CH:24]=3)[N:19]=[CH:18][N:17]=2)=[C:11]([F:29])[C:10]=1[Cl:30] |f:0.1,3.4.5|. Reported procedure: A solution of 4-[(4-bromo-3-chloro-2-fluorophenyl)amino]-6-(methyloxy)quinazolin-7-ol trifluoroacetate (salt) (0.217 g, 0.425 mmol), 1,1-dimethylethyl (3aR,6aS)-5-{[(methylsulfonyl)oxy]methyl}hexahydrocyclopenta[c]pyrrole-2(1H)-carboxylate (0.163 g, 0.510 mmol), potassium carbonate (0.290 g, 2.12 mmol) in N,N-dimethylacetamide (1.6 mL) was heated in a sealed reaction tube at 90° C. for 12 h. The crude reaction mixture was diluted with 100 mL of 10% methanol in ethyl acetate and washed with water...